From a dataset of the Open Reaction Database (ORD), a public repository of structured organic reaction records. describe an organic reaction: reactants, conditions, products, and yield The reactants are C(CCC)[Li] (n-butyl lithium), ClP(C1=CC=CC=C1)C1=CC=CC=C1 (chlorodiphenylphosphine), O (Water), O (Water), BrC(CC[C])Br (dibromopropyl carbon). Run in CCCCCC (hexane), O1CCCC1 (tetrahydrofuran). Reaction conditions: time 15 hour. Product: C1(=CC=CC=C1)P(C1=CC=CC=C1)[Li] (Diphenylphosphino lithium). As a reaction SMILES: C([Li:5])CCC.Cl[P:7]([C:14]1[CH:19]=[CH:18][CH:17]=[CH:16][CH:15]=1)[C:8]1[CH:13]=[CH:12][CH:11]=[CH:10][CH:9]=1.BrC(Br)CC[C].O>CCCCCC.O1CCCC1>[C:8]1([P:7]([Li:5])[C:14]2[CH:19]=[CH:18][CH:17]=[CH:16][CH:15]=2)[CH:13]=[CH:12][CH:11]=[CH:10][CH:9]=1. Procedure details: Diphenylphosphino lithium was prepared by adding n-butyl lithium (12.5 ml, 1.6 molar, 0.02 mole) in hexane to a solution of chlorodiphenylphosphine (3.76 g, 0.02 mole) in tetrahydrofuran. The dibromopropyl carbon of step 2 was added and the mixture was stirred for 15 hours. Water (100 ml) was added and the mixture stirred for 15 hours. Water (100 ml) was added and the product filtered. After washing with tetrahydrofuran and drying at 55° C. and 0.1 mm Hg pressure for three hours, the product con... The reactants are O=C([O-])[O-], Cc1noc(C)c1B(O)O, [Cl-], CC(C)c1c(C(=O)NCc2ccc(F)c(F)c2)c2ccc(OS(=O)(=O)C(F)(F)F)cc2n1Cc1ccccn1, [Li+], [Na+], [Na+], c1ccc(P(c2ccccc2)(c2ccccc2)[Pd](P(c2ccccc2)(c2ccccc2)c2ccccc2)(P(c2ccccc2)(c2ccccc2)c2ccccc2)P(c2ccccc2)(c2ccccc2)c2ccccc2)cc1. Product: Cc1noc(C)c1-c1ccc2c(C(=O)NCc3ccc(F)c(F)c3)c(C(C)C)n(Cc3ccccn3)c2c1. As a reaction SMILES: [C:52](=[O:53])([O-:54])[O-:55].[CH3:40][c:41]1[n:42][o:43][c:44]([CH3:49])[c:45]1[B:46]([OH:47])[OH:48].[Cl-:50].[F:1][C:2]([F:3])([F:4])[S:5]([O:6][c:7]1[cH:8][cH:9][c:10]2[c:11]([C:26]([NH:27][CH2:28][c:29]3[cH:30][c:31]([F:36])[c:32]([F:35])[cH:33][cH:34]3)=[O:37])[c:12]([CH:23]([CH3:24])[CH3:25])[n:13]([CH2:16][c:17]3[n:18][cH:19][cH:20][cH:21][cH:22]3)[c:14]2[cH:15]1)(=[O:38])=[O:39].[Li+:51].[Na+:56].[Na+:57].[cH:58]1[cH:59][cH:60][c:61]([P:62]([Pd:63]([P:64]([c:65]2[cH:66][cH:67][cH:68][cH:69][cH:70]2)([c:71]2[cH:72][cH:73][cH:74][cH:75][cH:76]2)[c:77]2[cH:78][cH:79][cH:80][cH:81][cH:82]2)([P:83]([c:84]2[cH:85][cH:86][cH:87][cH:88][cH:89]2)([c:90]2[cH:91][cH:92][cH:93][cH:94][cH:95]2)[c:96]2[cH:97][cH:98][cH:99][cH:100][cH:101]2)[P:102]([c:103]2[cH:104][cH:105][cH:106][cH:107][cH:108]2)([c:109]2[cH:110][cH:111][cH:112][cH:113][cH:114]2)[c:115]2[cH:116][cH:117][cH:118][cH:119][cH:120]2)([c:121]2[cH:122][cH:123][cH:124][cH:125][cH:126]2)[c:127]2[cH:128][cH:129][cH:130][cH:131][cH:132]2)[cH:133][cH:134]1>>[c:7]1(-[c:45]2[c:41]([CH3:40])[n:42][o:43][c:44]2[CH3:49])[cH:8][cH:9][c:10]2[c:11]([C:26]([NH:27][CH2:28][c:29]3[cH:30][c:31]([F:36])[c:32]([F:35])[cH:33][cH:34]3)=[O:37])[c:12]([CH:23]([CH3:24])[CH3:25])[n:13]([CH2:16][c:17]3[n:18][cH:19][cH:20][cH:21][cH:22]3)[c:14]2[cH:15]1. Reactants: BrC=1C=C(CN2CCOCC2)C=CC1 (4-(3-Bromo-benzyl)-morpholine), C1(=CC=CC=C1)C (toluene), FC(C1=C(C=CC=C1)B(O)O)(F)F (2-(Trifluoromethyl)phenyl boronic acid), C([O-])([O-])=O.[Na+].[Na+] (sodium carbonate). Reagents/catalysts: C=1C=CC(=CC1)[P](C=2C=CC=CC2)(C=3C=CC=CC3)[Pd]([P](C=4C=CC=CC4)(C=5C=CC=CC5)C=6C=CC=CC6)([P](C=7C=CC=CC7)(C=8C=CC=CC8)C=9C=CC=CC9)[P](C=1C=CC=CC1)(C=1C=CC=CC1)C=1C=CC=CC1 (tetrakis(triphenylphosphine)palladium(0)). Solvent: C(C)O (ethanol). Reaction conditions: temperature 120 celsius. Product: C1(=CC=CC=C1)C1CN(CCO1)CC=1C=C(C=CC1)C1=C(C=CC=C1)C(F)(F)F (2-Phenyl-4-(2′-trifluoromethyl-biphenyl-3-ylmethyl)-morpholine). Reaction SMILES: Br[C:2]1[CH:3]=[C:4]([CH:12]=[CH:13][CH:14]=1)[CH2:5][N:6]1[CH2:11][CH2:10][O:9][CH2:8][CH2:7]1.[F:15][C:16]([F:27])([F:26])[C:17]1[CH:22]=[CH:21][CH:20]=[CH:19][C:18]=1B(O)O.C(=O)([O-])[O-].[Na+].[Na+].[C:34]1(C)[CH:39]=[CH:38][CH:37]=[CH:36][CH:35]=1>C1C=CC([P]([Pd]([P](C2C=CC=CC=2)(C2C=CC=CC=2)C2C=CC=CC=2)([P](C2C=CC=CC=2)(C2C=CC=CC=2)C2C=CC=CC=2)[P](C2C=CC=CC=2)(C2C=CC=CC=2)C2C=CC=CC=2)(C2C=CC=CC=2)C2C=CC=CC=2)=CC=1.C(O)C>[C:34]1([CH:8]2[O:9][CH2:10][CH2:11][N:6]([CH2:5][C:4]3[CH:3]=[C:2]([C:18]4[CH:19]=[CH:20][CH:21]=[CH:22][C:17]=4[C:16]([F:27])([F:26])[F:15])[CH:14]=[CH:13][CH:12]=3)[CH2:7]2)[CH:39]=[CH:38][CH:37]=[CH:36][CH:35]=1 |f:2.3.4,^1:44,46,65,84|. Reported procedure: 100 mg of 4-(3-Bromo-benzyl)-morpholine was combined with 86 mg of 2-(Trifluoromethyl)phenyl boronic acid, 17 mg of tetrakis(triphenylphosphine)palladium(0), 1.0 mL of 2M sodium carbonate solution, 2.7 mL toluene and 1.4 mL ethanol. The reaction mixture was heated in a sealed tube at 120° C. overnight in an oil bath. The reaction mixture was filtered through Celite and concentrated in vacuo. The residue was purified by flash chromatography using flash chromatography using an ethyl acetate/hexane... Starting materials: BrB(Br)Br, ClCCl, COc1cc([N+](=O)[O-])c(CCC(=O)O)c([N+](=O)[O-])c1O, O. The product is O=C(O)CCc1c([N+](=O)[O-])cc(O)c(O)c1[N+](=O)[O-]. As a reaction SMILES: [B:21]([Br:22])([Br:23])[Br:24].[Cl:26][CH2:27][Cl:28].[N+:1](=[O:2])([O-:3])[c:4]1[c:5]([CH2:16][CH2:17][C:18](=[O:19])[OH:20])[c:6]([N+:13](=[O:14])[O-:15])[cH:7][c:8]([O:11][CH3:12])[c:9]1[OH:10].[OH2:25]>>[N+:1](=[O:2])([O-:3])[c:4]1[c:5]([CH2:16][CH2:17][C:18](=[O:19])[OH:20])[c:6]([N+:13](=[O:14])[O-:15])[cH:7][c:8]([OH:11])[c:9]1[OH:10]. The reactants are FC=1C=C(C#N)C=CC1 (3-Fluorobenzonitrile), BrC=1C=NNC1 (4-bromopyrazole), C([O-])([O-])=O.[K+].[K+] (potassium carbonate). Reaction conditions: temperature 140 celsius, time 18 hour. Yields the product BrC=1C=NN(C1)C=1C=C(C#N)C=CC1 (3-(4-bromo-1H-pyrazol-1-yl)benzonitrile). As a reaction SMILES: F[C:2]1[CH:3]=[C:4]([CH:7]=[CH:8][CH:9]=1)[C:5]#[N:6].[Br:10][C:11]1[CH:12]=[N:13][NH:14][CH:15]=1.C(=O)([O-])[O-].[K+].[K+]>>[Br:10][C:11]1[CH:12]=[N:13][N:14]([C:2]2[CH:3]=[C:4]([CH:7]=[CH:8][CH:9]=2)[C:5]#[N:6])[CH:15]=1 |f:2.3.4|. Procedure: 3-Fluorobenzonitrile (4.4 mL, 40 mmol), 4-bromopyrazole (6 g, 40 mmol) and potassium carbonate (11 g, 80 mmol) were weighed into a flask and flushed with Ar(g). Dry DMF (80 mL) was added and the reaction mixture was stirred at 140° C. for 18 h. The reaction mixture was then cooled to rt and partitioned between EtOAc (200 mL) and brine (100 mL). The organic layer was separated and the aqueous layer was washed with EtOAc (3×150 mL), the combined organic layers were washed with brine (3×50 mL), dri... Starting materials: ice methanol, FC1=CC=C2CCC(C2=C1)(O)CC(=O)[O-].[Li+] (lithium 2-(6-fluoro-1-hydroxy-1-indanyl)acetate), FC(C(=O)O)(F)F (Trifluoroacetic acid). The solvent is ClCCl (dichloromethane). Conditions: time 15 minute. The product is FC1=CC=C2CC/C(/C2=C1)=C\C(=O)O ((E)-2-(6-fluoro-1-indanylidene)acetic acid). Yield: 72.4%. RXN SMILES: FC(F)(F)C(O)=O.[F:8][C:9]1[CH:17]=[C:16]2[C:12]([CH2:13][CH2:14][C:15]2([CH2:19][C:20]([O-:22])=[O:21])O)=[CH:11][CH:10]=1.[Li+]>ClCCl>[F:8][C:9]1[CH:17]=[C:16]2[C:12]([CH2:13][CH2:14]/[C:15]/2=[CH:19]\[C:20]([OH:22])=[O:21])=[CH:11][CH:10]=1 |f:1.2|. Reported procedure: Trifluoroacetic acid (1.5 mL) was added to a stirred, chilled (ice-methanol bath) suspension of lithium 2-(6-fluoro-1-hydroxy-1-indanyl)acetate (0.5 g, 2.3 mmol) in dichloromethane (13.5 mL). After 15 min, the mixture was concentrated in vacuo and the resulting white solid was recrystallized from aqueous acetone to give (E)-2-(6-fluoro-1-indanylidene)acetic acid as white crystals (0.32 g, 73%) identical to compound of Example 1i by mixed m.p., (203°-205° C.) and NMR; The reactants are C12CNCCC2CN1C(=O)OC(C)(C)C (tert-butyl 3,8-diazabicyclo[4.2.0]octane-8-carboxylate), Intermediate 128, C(C)(C)[C@@H]1N(C(OC1)=O)C1=NC(=NC=C1)N[C@@H](C)C1=CC=C(C=O)C=C1 (4-((S)-1-(4-((S)-4-isopropyl-2-oxooxazolidin-3-yl)pyrimidin-2-ylamino)ethyl)benzaldehyde). Yields the product solid, C(C)(C)[C@@H]1N(C(OC1)=O)C1=NC(=NC=C1)N[C@@H](C)C1=CC=C(CN2CC3N(CC3CC2)C(=O)OC(C)(C)C)C=C1 (tert-butyl 3-(4-((S)-1-(4-((S)-4-isopropyl-2-oxooxazolidin-3-yl)pyrimidin-2-ylamino)ethyl)benzyl)-3,8-diazabicyclo[4.2.0]octane-8-carboxylate). Isolated yield 58.1%. Reaction SMILES: [CH:1]([C@H:4]1[CH2:8][O:7][C:6](=[O:9])[N:5]1[C:10]1[CH:15]=[CH:14][N:13]=[C:12]([NH:16][C@H:17]([C:19]2[CH:26]=[CH:25][C:22]([CH:23]=O)=[CH:21][CH:20]=2)[CH3:18])[N:11]=1)([CH3:3])[CH3:2].[CH:27]12[N:34]([C:35]([O:37][C:38]([CH3:41])([CH3:40])[CH3:39])=[O:36])[CH2:33][CH:32]1[CH2:31][CH2:30][NH:29][CH2:28]2>>[CH:1]([C@H:4]1[CH2:8][O:7][C:6](=[O:9])[N:5]1[C:10]1[CH:15]=[CH:14][N:13]=[C:12]([NH:16][C@H:17]([C:19]2[CH:26]=[CH:25][C:22]([CH2:23][N:29]3[CH2:30][CH2:31][CH:32]4[CH:27]([N:34]([C:35]([O:37][C:38]([CH3:41])([CH3:40])[CH3:39])=[O:36])[CH2:33]4)[CH2:28]3)=[CH:21][CH:20]=2)[CH3:18])[N:11]=1)([CH3:2])[CH3:3]. Procedure: Title compound was prepared as a white solid (64 mg, 58.1% yield), with procedures similar to those used to prepare Intermediate 128, but utilizing 4-((S)-1-(4-((S)-4-isopropyl-2-oxooxazolidin-3-yl)pyrimidin-2-ylamino)ethyl)benzaldehyde and tert-butyl 3,8-diazabicyclo[4.2.0]octane-8-carboxylate.